Dataset: the Open Reaction Database (ORD), a public repository of structured organic reaction records. Task: describe an organic reaction: reactants, conditions, products, and yield Starting materials: O (water), IC1=CC=C(NC2=NC=NC3=CC(=C(C=C23)OC)OC)C=C1 (4-(4-iodoanilino)-6,7-dimethoxyquinazoline), C(C=C)(=O)OCC (ethyl acrylate), C1(=C(C=CC=C1)P(C1=C(C=CC=C1)C)C1=C(C=CC=C1)C)C (tri(o-tolyl)phosphine). The reagents and catalysts are C(C)(=O)[O-].[Pd+2].C(C)(=O)[O-] (Palladium (II) acetate). Solvent: C(C)(=O)OCC (ethyl acetate), C(C)N(CC)CC (triethylamine), C(C)#N (acetonitrile). The product is COC=1C=C2C=NC=NC2=CC1OC (6,7-dimethoxyquinazoline). The yield is 169.8%. As a reaction SMILES: IC1C=CC(N[C:7]2[C:16]3[C:11](=[CH:12][C:13]([O:19][CH3:20])=[C:14]([O:17][CH3:18])[CH:15]=3)[N:10]=[CH:9][N:8]=2)=CC=1.C(OCC)(=O)C=C.C1(C)C=CC=CC=1P(C1C=CC=CC=1C)C1C=CC=CC=1C.O>C(N(CC)CC)C.C(#N)C.C(OCC)(=O)C.C([O-])(=O)C.[Pd+2].C([O-])(=O)C>[CH3:18][O:17][C:14]1[CH:15]=[C:16]2[C:11](=[CH:12][C:13]=1[O:19][CH3:20])[N:10]=[CH:9][N:8]=[CH:7]2 |f:7.8.9|. Reported procedure: Palladium (II) acetate (303 mg, 1.35 mmol) was added to a solution of 4-(4-iodoanilino)-6,7-dimethoxyquinazoline (6.00 g, 13.5 mmol), ethyl acrylate (1.35 g, 13. 5 mmol) and tri(o-tolyl)phosphine (821 mg, 2.70 mmol) in a mixture of triethylamine (60 ml) and acetonitrile (200 ml) and the reaction heated at reflux for 20 hours under an inert atmosphere. The reaction was cooled to ambient temperature, poured into water (600 ml), diluted with ethyl acetate (200 ml) and filtered through celite. The o... Starting materials: CO, CN(C(=O)OCc1ccccc1)c1ccc(C(=O)N2CCN(CCc3ccc(Cl)cc3)CC2)c(Cl)c1, Cl. Yields the product CNc1ccc(C(=O)N2CCN(CCc3ccc(Cl)cc3)CC2)c(Cl)c1. Reaction SMILES: [CH3:38][OH:39].[Cl:2][c:3]1[c:4]([C:5](=[O:6])[N:7]2[CH2:8][CH2:9][N:10]([CH2:13][CH2:14][c:15]3[cH:16][cH:17][c:18]([Cl:21])[cH:19][cH:20]3)[CH2:11][CH2:12]2)[cH:22][cH:23][c:24]([N:26]([CH3:27])[C:28]([O:29][CH2:30][c:31]2[cH:32][cH:33][cH:34][cH:35][cH:36]2)=[O:37])[cH:25]1.[ClH:1]>>[Cl:2][c:3]1[c:4]([C:5](=[O:6])[N:7]2[CH2:8][CH2:9][N:10]([CH2:13][CH2:14][c:15]3[cH:16][cH:17][c:18]([Cl:21])[cH:19][cH:20]3)[CH2:11][CH2:12]2)[cH:22][cH:23][c:24]([NH:26][CH3:27])[cH:25]1. Product: C(CCCCCC)NC(N(C)C=1C=C(C=CC1)C1=C(C=C(C=C1)CCC(=O)O)OCCC(F)(F)F)=O (3-[3′-(3-heptyl-1-methylureido)-2-(3,3,3-trifluoropropoxy)biphenyl-4-yl]propanoic acid). As a reaction SMILES: [OH-].[Na+].[CH2:3]([NH:10][C:11](=[O:39])[N:12]([C:14]1[CH:15]=[C:16]([C:20]2[CH:25]=[CH:24][C:23]([CH2:26][CH2:27][C:28]([O:30]C)=[O:29])=[CH:22][C:21]=2[O:32][CH2:33][CH2:34][C:35]([F:38])([F:37])[F:36])[CH:17]=[CH:18][CH:19]=1)[CH3:13])[CH2:4][CH2:5][CH2:6][CH2:7][CH2:8][CH3:9]>O1CCCC1.CO>[CH2:3]([NH:10][C:11](=[O:39])[N:12]([C:14]1[CH:15]=[C:16]([C:20]2[CH:25]=[CH:24][C:23]([CH2:26][CH2:27][C:28]([OH:30])=[O:29])=[CH:22][C:21]=2[O:32][CH2:33][CH2:34][C:35]([F:37])([F:38])[F:36])[CH:17]=[CH:18][CH:19]=1)[CH3:13])[CH2:4][CH2:5][CH2:6][CH2:7][CH2:8][CH3:9] |f:0.1,3.4|. Procedure: In a manner similar to that of Example (19g), by reaction of 50 mg (1.25 mmol, 13 eq) of sodium hydroxide and 50 mg (0.096 mmol, 1 eq) of methyl 3-[3′-(3-heptyl-1-methylureido)-2-(3,3,3-trifluoropropoxy)biphenyl-4-yl]propanoate in 3 ml of a tetrahydrofuran/methanol mixture (8/2) at room temperature for 2 hours, and after crystallization from pentane/isopropyl ether, 14 mg of 3-[3′-(3-heptyl-1-methylureido)-2-(3,3,3-trifluoropropoxy)biphenyl-4-yl]propanoic acid are obtained in the form of a white... Reactants: [OH-].[Na+] (sodium hydroxide), C(CCCCCC)NC(N(C)C=1C=C(C=CC1)C1=C(C=C(C=C1)CCC(=O)OC)OCCC(F)(F)F)=O (methyl 3-[3′-(3-heptyl-1-methylureido)-2-(3,3,3-trifluoropropoxy)biphenyl-4-yl]propanoate). Solvent: O1CCCC1.CO (tetrahydrofuran methanol). The yield is 29.0%. Reactants: C(C)(C)(C)OC(C[C@H](NC(=O)[C@H]1CN(CCC1)C(CCC1CCN(CC1)C(=O)OC(C)(C)C)=O)C#N)=O (N-[(R)-1-{3-(1-tert-butoxycarbonyl-4-piperidyl)propionyl}-3-piperidylcarbonyl]-3(S)-cyano-β-alanine tert-butyl ester), FC(C(=O)O)(F)F (trifluoroacetic acid). Solvent: ClCCl (dichloromethane). Reaction conditions: time 2 hour. Product: N1CCC(CC1)CCC(=O)N1C[C@@H](CCC1)C(=O)N[C@@H](CC(=O)O)C#N (N-[(R)-1-{3-(4-piperidyl)propionyl}-3-piperidylcarbonyl]-3(S)-cyano-β-alanine). The yield is 37.2%. RXN SMILES: C([O:5][C:6](=[O:37])[CH2:7][C@@H:8]([C:35]#[N:36])[NH:9][C:10]([C@@H:12]1[CH2:17][CH2:16][CH2:15][N:14]([C:18](=[O:34])[CH2:19][CH2:20][CH:21]2[CH2:26][CH2:25][N:24](C(OC(C)(C)C)=O)[CH2:23][CH2:22]2)[CH2:13]1)=[O:11])(C)(C)C.FC(F)(F)C(O)=O>ClCCl>[NH:24]1[CH2:25][CH2:26][CH:21]([CH2:20][CH2:19][C:18]([N:14]2[CH2:15][CH2:16][CH2:17][C@@H:12]([C:10]([NH:9][C@H:8]([C:35]#[N:36])[CH2:7][C:6]([OH:37])=[O:5])=[O:11])[CH2:13]2)=[O:34])[CH2:22][CH2:23]1. Procedure details: To a solution of N-[(R)-1-{3-(1-tert-butoxycarbonyl-4-piperidyl)propionyl}-3-piperidylcarbonyl]-3(S)-cyano-β-alanine tert-butyl ester (460.9 mg) in dichloromethane (5 ml) was added trifluoroacetic acid (4.6 ml). After stirring at ambient temperature for 2 hours, the mixture was concentrated in vacuo. The residue was dissolved in water and desalted by HP-20 eluting with (IPA:water=1:1). The eluting solution was concentrated in vacuo and freeze-dried to give N-[(R)-1-{3-(4-piperidyl)propionyl}-3-p...